From a dataset of the Open Reaction Database (ORD), a public repository of structured organic reaction records. describe an organic reaction: reactants, conditions, products, and yield Reactants: ClC1=C(OCC(=O)NN)C=C(C(=C1)Cl)Cl (2,4,5-trichlorophenoxyacetic acid hydrazide), C(C)(=O)C1=CC=NC=C1 (4-acetylpyridine), O1CCOCC1 (dioxane). The solvent is C(C)(=O)O (acetic acid). The product is N1=CC=C(C=C1)C(C)=NNC(COC1=C(C=C(C(=C1)Cl)Cl)Cl)=O ((2,4,5-trichlorophenoxy)acetic acid [1-(4-pyridinyl)ethylidene]hydrazide). Isolated yield 83.7%. RXN SMILES: [Cl:1][C:2]1[CH:13]=[C:12]([Cl:14])[C:11]([Cl:15])=[CH:10][C:3]=1[O:4][CH2:5][C:6]([NH:8][NH2:9])=[O:7].[C:16]([C:19]1[CH:24]=[CH:23][N:22]=[CH:21][CH:20]=1)(=O)[CH3:17].O1CCOCC1>C(O)(=O)C>[N:22]1[CH:23]=[CH:24][C:19]([C:16](=[N:9][NH:8][C:6](=[O:7])[CH2:5][O:4][C:3]2[CH:10]=[C:11]([Cl:15])[C:12]([Cl:14])=[CH:13][C:2]=2[Cl:1])[CH3:17])=[CH:20][CH:21]=1. Procedure: A solution of 5.39 gm (0.02 mole) of 2,4,5-trichlorophenoxyacetic acid hydrazide, 2.42 gm (0.02 mole) of 4-acetylpyridine, 125 ml of dioxane and 2 ml of acetic acid is refluxed 4 hr. The hot solution is filtered. The filtrate is diluted with water until cloud point. The mixture is cooled to room temperature and then chilled in the refrigerator. The product is collected to yield 6.24 gm (83%) of the title compound having a melting point of 227.4° C. (decomp). The reactants are C(C)(C)(C)OC(NC1=C(C=C(C=C1)C=1C=NC(=CC1)OCC1=CC=CC=C1)N)=O ([2-amino-4-(6-benzyloxy-pyridin-3-yl)-phenyl]-carbamic acid tert.-butyl ester). Reagents/catalysts: [Pd] (Pd/C). The product is C(C)(C)(C)OC(NC1=C(C=C(C=C1)C1=CNC(C=C1)=O)N)=O ([2-Amino-4-(6-oxo-1,6-dihydro-pyridin-3-yl)-phenyl]-carbamic acid tert.-butyl ester). Isolated yield 110.3%. RXN SMILES: [C:1]([O:5][C:6](=[O:29])[NH:7][C:8]1[CH:13]=[CH:12][C:11]([C:14]2[CH:15]=[N:16][C:17]([O:20]CC3C=CC=CC=3)=[CH:18][CH:19]=2)=[CH:10][C:9]=1[NH2:28])([CH3:4])([CH3:3])[CH3:2]>[Pd]>[C:1]([O:5][C:6](=[O:29])[NH:7][C:8]1[CH:13]=[CH:12][C:11]([C:14]2[CH:19]=[CH:18][C:17](=[O:20])[NH:16][CH:15]=2)=[CH:10][C:9]=1[NH2:28])([CH3:4])([CH3:2])[CH3:3]. Reported procedure: Prepared from [2-amino-4-(6-benzyloxy-pyridin-3-yl)-phenyl]-carbamic acid tert.-butyl ester (Example G30) (160 mg, 0.409 mmol) by catalytic hydrogenation with Pd/C according to the general procedure G (method a). Obtained as an off-white solid (136 mg). Starting materials: CC(C)(O)C#CBr, C#Cc1cccc(NC)c1, CC(C)N, CO, Cl[Cu]. The product is CNc1cccc(C#CC#CC(C)(C)O)c1. As a reaction SMILES: [Br:11][C:12]#[C:13][C:14]([CH3:15])([CH3:16])[OH:17].[C:1](#[CH:2])[c:3]1[cH:4][c:5]([NH:6][CH3:7])[cH:8][cH:9][cH:10]1.[CH3:18][CH:19]([NH2:20])[CH3:21].[CH3:22][OH:23].[Cl:24][Cu:25]>>[C:1](#[C:2][C:12]#[C:13][C:14]([CH3:15])([CH3:16])[OH:17])[c:3]1[cH:4][c:5]([NH:6][CH3:7])[cH:8][cH:9][cH:10]1. Starting materials: BrBr (bromine), C(C)(C)C1=NN2C(C=CC=C2)=C1 (2-isopropylpyrazolo[1,5-a]pyridine), [S-]C#N.[K+] (potassium thiocyanate), O (water). The solvent is CO (methanol), [Br-].[K+] (potassium bromide), CO (methanol). Product: C(C)(C)C1=NN2C(C=CC=C2)=C1SC#N (2-isopropyl-3-thiocyanopyrazolo[1,5-a]pyridine). Isolated yield 86.8%. As a reaction SMILES: [CH:1]([C:4]1[CH:12]=[C:7]2[CH:8]=[CH:9][CH:10]=[CH:11][N:6]2[N:5]=1)([CH3:3])[CH3:2].[S-:13][C:14]#[N:15].[K+].BrBr.O>CO.[Br-].[K+]>[CH:1]([C:4]1[C:12]([S:13][C:14]#[N:15])=[C:7]2[CH:8]=[CH:9][CH:10]=[CH:11][N:6]2[N:5]=1)([CH3:3])[CH3:2] |f:1.2,6.7|. Procedure details: To a solution of 3 g of 2-isopropylpyrazolo[1,5-a]pyridine in 56 ml of methanol was added 5.74 g of potassium thiocyanate and stirred at room temperature. 3.3 g of bromine was dissolved in 13 ml of methanol saturated with potassium bromide and added dropwise to the previous solution. Then, the mixture was stirred at room temperature for an hour, poured into 130 ml of water and resulting precipitate was filtered and dried. This crude precipitate was recrystallized from methanol to give 3.53 g (yi... Reactants: C1(=CC=CC=C1)C=1C2=C3N(C4=C(N1)C=CC=C4)CCC3=CC=C2 (1,2-dihydro-6-phenylindolo[1,7-ab][1,5]benzodiazepine), ClC=1C(C(=C(C(C1Cl)=O)C#N)C#N)=O (2,3-dichloro-5,6-dicyano-1,4-benzoquinone). Run in C=1(C(=CC=CC1)C)C (xylene). Run at time 3 hour. The product is C1(=CC=CC=C1)C=1C2=C3N(C4=C(N1)C=CC=C4)C=CC3=CC=C2 (6-phenylindolo[1,7-ab][1,5]benzodiazepine). RXN SMILES: [C:1]1([C:7]2[C:8]3[CH:23]=[CH:22][CH:21]=[C:20]4[C:9]=3[N:10]([CH2:18][CH2:19]4)[C:11]3[CH:17]=[CH:16][CH:15]=[CH:14][C:12]=3[N:13]=2)[CH:6]=[CH:5][CH:4]=[CH:3][CH:2]=1.ClC1C(=O)C(C#N)=C(C#N)C(=O)C=1Cl>C1(C)C(C)=CC=CC=1>[C:1]1([C:7]2[C:8]3[CH:23]=[CH:22][CH:21]=[C:20]4[C:9]=3[N:10]([CH:18]=[CH:19]4)[C:11]3[CH:17]=[CH:16][CH:15]=[CH:14][C:12]=3[N:13]=2)[CH:2]=[CH:3][CH:4]=[CH:5][CH:6]=1. Procedure details: A stirred solution, under N2, of 8.7 g of 1,2-dihydro-6-phenylindolo[1,7-ab][1,5]benzodiazepine in 125 ml of xylene is heated to 100° C. when 7.34 g of 2,3-dichloro-5,6-dicyano-1,4-benzoquinone (DDQ) is added in one portion. The mixture is brought to reflux and kept there for 3.0 hours. After cooling to room temperature, the liquid is filtered and the residue remaining in the flask is rinsed with xylene. The xylene filtrate is concentrated to an oil. This oil is dissolved in ethanol, and the sol... The reactants are NC1CC2=CC=CC(=C2CC1)O[Si](C1=CC=CC=C1)(C1=CC=CC=C1)C(C)(C)C (2-amino-5-t-butyldiphenylsilyloxy-1,2,3,4-tetrahydronaphthalene), C1(=CC=CC=C1)C=1N=C(OC1C1=CC=CC=C1)CBr ((4,5-diphenyloxazol-2-yl)methyl bromide), C([O-])([O-])=O.[K+].[K+] (potassium carbonate), C1(=CC=CC=C1)C=1N=C(OC1C1=CC=CC=C1)CNC1CC2=CC=CC(=C2CC1)O[Si](C1=CC=CC=C1)(C1=CC=CC=C1)C(C)(C)C (2-[(4,5-diphenyloxazol-2-yl)methylamino]-1,2,3,4-tetrahydro-5-t-butyldiphenylsilyloxynaphthalene), [F-].C(CCC)[N+](CCCC)(CCCC)CCCC (tetrabutylammonium fluoride). The solvent is CN(C)C=O (DMF), C1CCOC1 (THF), C1CCOC1 (THF). Run at time 1 hour. Yields the product C1(=CC=CC=C1)C=1N=C(OC1C1=CC=CC=C1)CNC1CC2=CC=CC(=C2CC1)O (2-[(4,5-diphenyloxazol-2-yl)methylamino]-1,2,3,4-tetrahydro-5-hydroxynaphthalene). RXN SMILES: NC1CCC2C(=CC=CC=2O[Si](C(C)(C)C)(C2C=CC=CC=2)C2C=CC=CC=2)C1.C1(C2N=C(CBr)OC=2C2C=CC=CC=2)C=CC=CC=1.C(=O)([O-])[O-].[K+].[K+].[C:55]1([C:61]2[N:62]=[C:63]([CH2:72][NH:73][CH:74]3[CH2:83][CH2:82][C:81]4[C:76](=[CH:77][CH:78]=[CH:79][C:80]=4[O:84][Si](C(C)(C)C)(C4C=CC=CC=4)C4C=CC=CC=4)[CH2:75]3)[O:64][C:65]=2[C:66]2[CH:71]=[CH:70][CH:69]=[CH:68][CH:67]=2)[CH:60]=[CH:59][CH:58]=[CH:57][CH:56]=1.[F-].C([N+](CCCC)(CCCC)CCCC)CCC>CN(C=O)C.C1COCC1>[C:55]1([C:61]2[N:62]=[C:63]([CH2:72][NH:73][CH:74]3[CH2:83][CH2:82][C:81]4[C:76](=[CH:77][CH:78]=[CH:79][C:80]=4[OH:84])[CH2:75]3)[O:64][C:65]=2[C:66]2[CH:71]=[CH:70][CH:69]=[CH:68][CH:67]=2)[CH:60]=[CH:59][CH:58]=[CH:57][CH:56]=1 |f:2.3.4,6.7|. Reported procedure: A solution of 2-amino-5-t-butyldiphenylsilyloxy-1,2,3,4-tetrahydronaphthalene (0.96 g), (4,5-diphenyloxazol-2-yl)methyl bromide (0.80 g) and potassium carbonate (0.41 g) in DMF (14 ml) was stirred for 3.5 hours at room temperature. The mixture was partitioned between ethyl acetate and water. The organic layer was washed with brine. The dried solvent was evaporated in vacuo to give crude 2-[(4,5-diphenyloxazol-2-yl)methylamino]-1,2,3,4-tetrahydro-5-t-butyldiphenylsilyloxynaphthalene. To a solutio...